From a dataset of the Open Reaction Database (ORD), a public repository of structured organic reaction records. describe an organic reaction: reactants, conditions, products, and yield The product is CC1=NC=2C=CC3=C(C2C(N1)=O)C=C(C=C3)S(=O)(=O)NC3=CC=C(C(=O)N[C@@H](CCC(=O)OCC)C(=O)OCC)C=C3 (diethyl N-(4-((1,2-dihydro-3-methyl-1-oxobenzo[f]quinazolin-9-yl)sulfonamido)benzoyl)-L-glutamate). The reagents and catalysts are [Pd] (palladium on carbon). RXN SMILES: [CH3:1][C:2]1[NH:11][C:10](=[O:12])[C:9]2[C:8]3[CH:13]=[C:14]([S:17]([NH:20][C:21]4[CH:42]=[CH:41][C:24]([C:25]([NH:27][C@H:28]([C:36]([O:38][CH2:39][CH3:40])=[O:37])[CH2:29][CH2:30][C:31]([O:33][CH2:34][CH3:35])=[O:32])=[O:26])=[CH:23][CH:22]=4)(=[O:19])=[O:18])[CH:15]=[CH:16][C:7]=3[CH2:6][CH2:5][C:4]=2[N:3]=1>COCCOCCOC.[Pd]>[CH3:1][C:2]1[NH:11][C:10](=[O:12])[C:9]2[C:8]3[CH:13]=[C:14]([S:17]([NH:20][C:21]4[CH:22]=[CH:23][C:24]([C:25]([NH:27][C@H:28]([C:36]([O:38][CH2:39][CH3:40])=[O:37])[CH2:29][CH2:30][C:31]([O:33][CH2:34][CH3:35])=[O:32])=[O:26])=[CH:41][CH:42]=4)(=[O:19])=[O:18])[CH:15]=[CH:16][C:7]=3[CH:6]=[CH:5][C:4]=2[N:3]=1. The solvent is COCCOCCOC (diglyme), COCCOCCOC (diglyme). Starting materials: CC1=NC=2CCC3=C(C2C(N1)=O)C=C(C=C3)S(=O)(=O)NC3=CC=C(C(=O)N[C@@H](CCC(=O)OCC)C(=O)OCC)C=C3 (diethyl N-(4-((1,2,5,6-tetrahydro-3-methyl-1-oxo-benzo[f]quinazolin-9-yl)sulfonamido)benzoyl)-L-glutamate). Reported procedure: A solution of diethyl N-(4-((1,2,5,6-tetrahydro-3-methyl-1-oxo-benzo[f]quinazolin-9-yl)sulfonamido)benzoyl)-L-glutamate (0.50 g, 0.84 mmol) in diglyme (10 ml) was stirred with 10% palladium on carbon (0.25 g) (Aldrich) under nitrogen at reflux for 3 hours. The solution was diluted with diglyme (20 ml), filtered hot through celite, and concentrated under high vacuum. The resulting solid was suspended in hot methanol (50 ml), stirred overnight at room temperature, filtered, and dried under high va... Yield: 50.1%. Run at time 8 hour.